This data is from the Open Reaction Database (ORD), a public repository of structured organic reaction records. The task is: describe an organic reaction: reactants, conditions, products, and yield Starting materials: BrC=1C=NC(=NC1)Cl (5-bromo-2-chloropyrimidine), CCN(C(C)C)C(C)C (DIPEA), CN1N=CC(=C1)C1=CN=C2C(=N1)N(N=N2)CC2CNCCC2 (6-(1-methyl-1H-pyrazol-4-yl)-1-(piperidin-3-ylmethyl)-1H-[1,2,3]triazolo[4,5-b]pyrazine). Solvent: CCO (EtOH). Run at temperature 50 celsius, time 8 hour. The product is BrC=1C=NC(=NC1)N1CC(CCC1)CN1N=NC=2C1=NC(=CN2)C=2C=NN(C2)C (1-((1-(5-bromopyrimidin-2-yl)piperidin-3-yl)methyl)-6-(1-methyl-1H-pyrazol-4-yl)-1H-[1,2,3]triazolo[4,5-b]pyrazine). The yield is 69.1%. As a reaction SMILES: [CH3:1][N:2]1[CH:6]=[C:5]([C:7]2[N:12]=[C:11]3[N:13]([CH2:16][CH:17]4[CH2:22][CH2:21][CH2:20][NH:19][CH2:18]4)[N:14]=[N:15][C:10]3=[N:9][CH:8]=2)[CH:4]=[N:3]1.[Br:23][C:24]1[CH:25]=[N:26][C:27](Cl)=[N:28][CH:29]=1.CCN(C(C)C)C(C)C>CCO>[Br:23][C:24]1[CH:25]=[N:26][C:27]([N:19]2[CH2:20][CH2:21][CH2:22][CH:17]([CH2:16][N:13]3[C:11]4=[N:12][C:7]([C:5]5[CH:4]=[N:3][N:2]([CH3:1])[CH:6]=5)=[CH:8][N:9]=[C:10]4[N:15]=[N:14]3)[CH2:18]2)=[N:28][CH:29]=1. Procedure details: 6-(1-methyl-1H-pyrazol-4-yl)-1-(piperidin-3-ylmethyl)-1H-[1,2,3]triazolo[4,5-b]pyrazine (0.26 g, 0.89 mmol) was dissolved in EtOH (15 ml), and then 5-bromo-2-chloropyrimidine (0.33 g, 1.33 mmol) and DIPEA (0.77 ml, 4.43 mmol) were added, followed by stirring at 50° C. overnight. After the completion of the reaction, the reaction mixture was extracted with H2O, EA, and brine, followed by drying (Na2SO4), filtration, and concentration under reduced pressure, and the residue was purified by column ... The reactants are FC1=CC=C(C=C1)C1(OC(C2=C1C=CC=C2)=O)C(=O)N (1-(4-fluorophenyl)-3-oxo-1,3-dihydro-2-benzofuran-1-carboxamide), NCCCN (1,3-diaminopropane), C1(=CC=CC=C1)C (toluene). Solvent: O (water). Product: FC1=CC=C(C=C1)C1(C=2N(C(C=3C=CC=CC13)=O)CCCN2)O (11-(4-Fluorophenyl)-11-hydroxy-2,3,4,11-tetrahydro-6H-pyrimido[1,2-b]isoquinolin-6-one). As a reaction SMILES: [F:1][C:2]1[CH:7]=[CH:6][C:5]([C:8]2([C:18]([NH2:20])=O)[C:12]3[CH:13]=[CH:14][CH:15]=[CH:16][C:11]=3[C:10](=[O:17])[O:9]2)=[CH:4][CH:3]=1.[NH2:21][CH2:22][CH2:23][CH2:24]N.C1(C)C=CC=CC=1>O>[F:1][C:2]1[CH:3]=[CH:4][C:5]([C:8]2([OH:9])[C:12]3[CH:13]=[CH:14][CH:15]=[CH:16][C:11]=3[C:10](=[O:17])[N:20]3[CH2:24][CH2:23][CH2:22][N:21]=[C:18]23)=[CH:6][CH:7]=1. Procedure: A mixture of 1-(4-fluorophenyl)-3-oxo-1,3-dihydro-2-benzofuran-1-carboxamide (17 g), 1,3-diaminopropane (25 mL), and toluene (125 mL) was heated at reflux for 19 h in a flask equipped with a water separator. The mixture was cooled to ambient temperature and extracted with water, and evaporated to dryness. The residue was crystallized from ethanol to give the title compound (26 g) as a solid, m.p. 126-128° C. Starting materials: CC(=O)Nc1ccc(-c2cc(=O)c3c(N)c(F)cc(F)c3o2)cc1F, CSCCCl, CC(C)(C)[O-], CN(C)C=O, [K+], O. Product: CSCCN(C(C)=O)c1ccc(-c2cc(=O)c3c(N)c(F)cc(F)c3o2)cc1F. As a reaction SMILES: [C:1]([CH3:2])(=[O:3])[NH:4][c:5]1[c:6]([F:25])[cH:7][c:8](-[c:11]2[o:12][c:13]3[c:14]([c:15](=[O:17])[cH:16]2)[c:18]([NH2:24])[c:19]([F:23])[cH:20][c:21]3[F:22])[cH:9][cH:10]1.[CH3:26][S:27][CH2:28][CH2:29][Cl:30].[CH3:31][C:32]([CH3:33])([O-:34])[CH3:35].[CH3:38][N:39]([CH3:40])[CH:41]=[O:42].[K+:36].[OH2:37]>>[C:1]([CH3:2])(=[O:3])[N:4]([c:5]1[c:6]([F:25])[cH:7][c:8](-[c:11]2[o:12][c:13]3[c:14]([c:15](=[O:17])[cH:16]2)[c:18]([NH2:24])[c:19]([F:23])[cH:20][c:21]3[F:22])[cH:9][cH:10]1)[CH2:29][CH2:28][S:27][CH3:26]. The reactants are ClCC1=CC=C(C(=O)OC)C=C1 (methyl 4-chloromethylbenzoate), N(CCO)CCO (diethanolamine). Solvent: C(Cl)(Cl)Cl (chloroform). The product is OCCN(CCO)CC1=CC=C(C(=O)OC)C=C1 (Methyl 4-[N,N-bis(2-hydroxyethyl)aminomethyl]benzoate). Isolated yield 64.4%. Reaction SMILES: Cl[CH2:2][C:3]1[CH:12]=[CH:11][C:6]([C:7]([O:9][CH3:10])=[O:8])=[CH:5][CH:4]=1.[NH:13]([CH2:17][CH2:18][OH:19])[CH2:14][CH2:15][OH:16]>C(Cl)(Cl)Cl>[OH:16][CH2:15][CH2:14][N:13]([CH2:2][C:3]1[CH:12]=[CH:11][C:6]([C:7]([O:9][CH3:10])=[O:8])=[CH:5][CH:4]=1)[CH2:17][CH2:18][OH:19]. Procedure details: A solution of 1.7 g (9.2 mmol) of methyl 4-chloromethylbenzoate in 25 ml of chloroform was added with 10 g (95 mmol) of diethanolamine, followed by heating under reflux for 10 hours. The resulting solution was washed with water and then dried over magnesium sulfate. The solvent was distilled off under reduced pressure. The residue was purified by chromatography on a silica gel column (chloroform), whereby 1.5 g of a colorless oil were obtained.